From a dataset of the Open Reaction Database (ORD), a public repository of structured organic reaction records. describe an organic reaction: reactants, conditions, products, and yield The reactants are Example 1 ( g ), C(C1=CC=CC=C1)OCCI (2-(benzyloxy)-ethyl iodide), OCC1=CC=C(C=C1)C1C(CN(CC1)C(=O)OC(C)(C)C)OCC1=CC2=CC=CC=C2C=C1 (tert-butyl (3RS,4RS)-4-(4-hydroxymethyl-phenyl)-3-(naphthalen-2-ylmethoxy)-piperidine-1-carboxylate), Example 22 ( j ). The product is C(C1=CC=CC=C1)OCCOCC1=CC=C(C=C1)C1C(CN(CC1)C(=O)OC(C)(C)C)OCC1=CC2=CC=CC=C2C=C1 (tert-butyl (3RS,4RS)-4-[4-(2-benzyloxy-ethoxymethyl)-phenyl]-3-(naphthalen-2-ylmethoxy)-piperidine-1-carboxylate). As a reaction SMILES: [OH:1][CH2:2][C:3]1[CH:8]=[CH:7][C:6]([CH:9]2[CH2:14][CH2:13][N:12]([C:15]([O:17][C:18]([CH3:21])([CH3:20])[CH3:19])=[O:16])[CH2:11][CH:10]2[O:22][CH2:23][C:24]2[CH:33]=[CH:32][C:31]3[C:26](=[CH:27][CH:28]=[CH:29][CH:30]=3)[CH:25]=2)=[CH:5][CH:4]=1.[CH2:34]([O:41][CH2:42][CH2:43]I)[C:35]1[CH:40]=[CH:39][CH:38]=[CH:37][CH:36]=1>>[CH2:34]([O:41][CH2:42][CH2:43][O:1][CH2:2][C:3]1[CH:8]=[CH:7][C:6]([CH:9]2[CH2:14][CH2:13][N:12]([C:15]([O:17][C:18]([CH3:21])([CH3:19])[CH3:20])=[O:16])[CH2:11][CH:10]2[O:22][CH2:23][C:24]2[CH:33]=[CH:32][C:31]3[C:26](=[CH:27][CH:28]=[CH:29][CH:30]=3)[CH:25]=2)=[CH:5][CH:4]=1)[C:35]1[CH:40]=[CH:39][CH:38]=[CH:37][CH:36]=1. Procedure: In an analogous manner to that described in Example 1 (g), by alkylating tert-butyl (3RS,4RS)-4-(4-hydroxymethyl-phenyl)-3-(naphthalen-2-ylmethoxy)-piperidine-1-carboxylate [Example 22 (j)] with 2-(benzyloxy)-ethyl iodide [Helv.Chim.Acta Vol.71, (1988), 2039] there was obtained tert-butyl (3RS,4RS)-4-[4-(2-benzyloxy-ethoxymethyl)-phenyl]-3-(naphthalen-2-ylmethoxy)-piperidine-1-carboxylate as a colourless foam; MS: 599 (M+NH4)+. Starting materials: C(C)(C)(C)OC(C1=CN=C(C(=C1)C=C)C=C)=O (5,6-divinyl-nicotinic acid tert-butyl ester), CO (methanol). Reagents/catalysts: [Pd] (Pd/C). The solvent is C1CCOC1 (THF). Reaction conditions: time 3 hour. Yields the product C(C)(C)(C)OC(C1=CN=C(C(=C1)CC)CC)=O (5,6-diethyl-nicotinic acid tert-butyl ester). Isolated yield 96.2%. As a reaction SMILES: [C:1]([O:5][C:6](=[O:17])[C:7]1[CH:12]=[C:11]([CH:13]=[CH2:14])[C:10]([CH:15]=[CH2:16])=[N:9][CH:8]=1)([CH3:4])([CH3:3])[CH3:2].CO>C1COCC1.[Pd]>[C:1]([O:5][C:6](=[O:17])[C:7]1[CH:12]=[C:11]([CH2:13][CH3:14])[C:10]([CH2:15][CH3:16])=[N:9][CH:8]=1)([CH3:3])([CH3:4])[CH3:2]. Reported procedure: To a solution of 5,6-divinyl-nicotinic acid tert-butyl ester (890 mg, 3.8 mmol) in THF (20 mL) containing some methanol, Pd/C (100 mg, 10% Pd) is added and the mixture is stirred under 1 atm of H2 at rt for 3 h. The catalyst is filtered off and the filtrate is evaporated. The remaining residue is purified by FC (SiO2, EA-heptane) to give 5,6-diethyl-nicotinic acid tert-butyl ester (860 mg) as an oil; LC-MS: tR=0.79 min, [M+1]+=236.14.